The task is: describe an organic reaction: reactants, conditions, products, and yield. This data is from the Open Reaction Database (ORD), a public repository of structured organic reaction records. Reactants: NC1=CC=C2C(=N1)C(=CN2)C2CCN(CC2)C (5-amino-3-(1-methylpiperidin-4-yl)pyrrolo[3,2-b]pyridine), C(CCC)(=O)Cl (butyryl chloride). Product: C(CCC)(=O)NC1=CC=C2C(=N1)C(=CN2)C2CCN(CC2)C (5-(N-[butyryl]amino)-3-(1-methylpiperidin-4-yl)pyrrolo[3,2-b]pyridine). Yield: 56.3%. As a reaction SMILES: [NH2:1][C:2]1[N:7]=[C:6]2[C:8]([CH:11]3[CH2:16][CH2:15][N:14]([CH3:17])[CH2:13][CH2:12]3)=[CH:9][NH:10][C:5]2=[CH:4][CH:3]=1.[C:18](Cl)(=[O:22])[CH2:19][CH2:20][CH3:21]>>[C:18]([NH:1][C:2]1[N:7]=[C:6]2[C:8]([CH:11]3[CH2:16][CH2:15][N:14]([CH3:17])[CH2:13][CH2:12]3)=[CH:9][NH:10][C:5]2=[CH:4][CH:3]=1)(=[O:22])[CH2:19][CH2:20][CH3:21]. Reported procedure: Beginning with 0.30 gm (1.3 mMol) 5-amino-3-(1-methylpiperidin-4-yl)pyrrolo[3,2-b]pyridine and 0.165 mL (1.56 mMol) butyryl chloride, 0.22 gm of the title compound were prepared as an ivory foam essentially by the procedure described in Example 4. This residue was crystallized from ethanol:water to provide material for analysis. The reactants are ClC1=CC=C(C=C1)C=1OC(=C2C=CC=CC12)C#N (3-(p-chlorophenyl)-1-cyano-isobenzofuran), [N+](=O)([O-])[O-].[NH4+].[Ce+4].[N+](=O)([O-])[O-].[N+](=O)([O-])[O-].[N+](=O)([O-])[O-].[N+](=O)([O-])[O-] (cerium (IV) ammonium nitrate), C(C)OC(=O)C=1OC(=C2C=CC=CC12)C1=CC=C(C=C1)Cl (3-(p-chlorophenyl)-isobenzofuran-1-carboxylic acid ethyl ester), solution, Cl (hydrochloric acid), ice water. Run in CCOCC (ether), C(C)O (ethanol), C(C)(=O)O (acetic acid), O (water). Conditions: time 90 minute. Yields the product C(C)OC(C(=O)C1=C(C=CC=C1)C(C1=CC=C(C=C1)Cl)=O)=O ([o-(p-chlorobenzoyl)phenyl]glyoxylic acid ethyl ester). Reaction SMILES: ClC1C=CC(C2[O:9]C(C#N)=C3C=2C=CC=C3)=CC=1.Cl.[N+]([O-])([O-])=O.[NH4+].[Ce+4].[N+]([O-])([O-])=O.[N+]([O-])([O-])=O.[N+]([O-])([O-])=O.[N+]([O-])([O-])=O.[CH2:42]([O:44][C:45]([C:47]1[O:48][C:49]([C:56]2[CH:61]=[CH:60][C:59]([Cl:62])=[CH:58][CH:57]=2)=[C:50]2[C:55]=1[CH:54]=[CH:53][CH:52]=[CH:51]2)=[O:46])[CH3:43]>C(O)C.C(O)(=O)C.O.CCOCC>[CH2:42]([O:44][C:45](=[O:46])[C:47]([C:55]1[CH:54]=[CH:53][CH:52]=[CH:51][C:50]=1[C:49](=[O:48])[C:56]1[CH:61]=[CH:60][C:59]([Cl:62])=[CH:58][CH:57]=1)=[O:9])[CH3:43] |f:2.3.4.5.6.7.8|. Procedure details: A suspension of 5 g. of 3-(p-chlorophenyl)-1-cyano-isobenzofuran in 135 ml. of ether is treated with 50 ml. of a 20% solution of hydrochloric acid in ethanol and stirred at room temperature for 48 hours. The crystallized orange iminoether hydrochloride is removed by filtration under suction, washed with ether and hydrolyzed by boiling for 90 minutes with 300 ml. of water. After cooling, the separated oil is extracted with methylene chloride, the extract washed with a sodium bicarbonate solution ...